This data is from the Open Reaction Database (ORD), a public repository of structured organic reaction records. The task is: describe an organic reaction: reactants, conditions, products, and yield Starting materials: 4D, BrC(C(=O)OCC)C (ethyl α-bromopropionate), [H-].[Na+] (sodium hydride), FC=1C=C2C=C(NC2=CC1)C (5-fluoro-2-methylindole). The solvent is CN(C)C=O (DMF), CN(C)C=O (DMF). The product is FC=1C=C2C=C(N(C2=CC1)C(C(=O)OCC)C)C (ethyl α-(5-fluoro-2-methyl-1-indolyl)-propionate). RXN SMILES: [H-].[Na+].[F:3][C:4]1[CH:5]=[C:6]2[C:10](=[CH:11][CH:12]=1)[NH:9][C:8]([CH3:13])=[CH:7]2.Br[CH:15]([CH3:21])[C:16]([O:18][CH2:19][CH3:20])=[O:17]>CN(C=O)C>[F:3][C:4]1[CH:5]=[C:6]2[C:10](=[CH:11][CH:12]=1)[N:9]([CH:15]([CH3:21])[C:16]([O:18][CH2:19][CH3:20])=[O:17])[C:8]([CH3:13])=[CH:7]2 |f:0.1|. Reported procedure: Preparation 4D: To a stirred suspension of 322 g. (0.81 mole) of a 60% mineral oil dispersion of sodium hydride in 250 ml. of dry DMF was added dropwise a solution of 100 g. (0.67 mole) of 5-fluoro-2-methylindole in 300 ml. of dry DMF. The mixture was stirred at ambient temperature for thirty minutes and then treated dropwise with cooling with a solution of 121.5 g. (0.67 mole) of ethyl α-bromopropionate. Workup of the reaction mixture, after quenching with water and extraction of the product wi... Reactants: P(=O)(O)(O)OC[C@@H]1CC[C@@H](O1)N1C(=O)NC(=O)C(=C1)CC#CCOCCNC(C(F)(F)F)=O (5-(4-(N-trifluoroacetyl-2-aminoethoxy)but-2-yn-1-yl)-2′,3′-dideoxyuridine-5′-monophosphate), C(=O)(N1C=NC=C1)N1C=NC=C1 (carbonyldiimidazole), [O-]P([O-])(=O)OP(=O)([O-])[O-].C(CCC)[N+](CCCC)(CCCC)CCCC.C(CCC)[N+](CCCC)(CCCC)CCCC.C(CCC)[N+](CCCC)(CCCC)CCCC.C(CCC)[N+](CCCC)(CCCC)CCCC (tetrabutylammonium pyrophosphate). Yields the product P(O)(=O)(OP(=O)(O)OP(=O)(O)O)OC[C@@H]1CC[C@@H](O1)N1C(=O)NC(=O)C(=C1)CC#CCOCCNC(C(F)(F)F)=O (5-(4-(N-trifluoroacetyl-2-aminoethoxy)but-2-yn-1-yl)-2′,3′-dideoxyuridine-5′-triphosphate). Reaction SMILES: [P:1]([O:5][CH2:6][C@H:7]1[O:11][C@@H:10]([N:12]2[CH:19]=[C:18]([CH2:20][C:21]#[C:22][CH2:23][O:24][CH2:25][CH2:26][NH:27][C:28](=[O:33])[C:29]([F:32])([F:31])[F:30])[C:16](=[O:17])[NH:15][C:13]2=[O:14])[CH2:9][CH2:8]1)([OH:4])([OH:3])=[O:2].C(N1C=CN=C1)(N1C=CN=C1)=O.[O-:46][P:47]([O:50][P:51]([O-])([O-:53])=[O:52])(=[O:49])[O-:48].C([N+](CCCC)(CCCC)CCCC)CCC.C([N+](CCCC)(CCCC)CCCC)CCC.C([N+](CCCC)(CCCC)CCCC)CCC.C([N+](CCCC)(CCCC)CCCC)CCC>>[P:1]([O:5][CH2:6][C@H:7]1[O:11][C@@H:10]([N:12]2[CH:19]=[C:18]([CH2:20][C:21]#[C:22][CH2:23][O:24][CH2:25][CH2:26][NH:27][C:28](=[O:33])[C:29]([F:30])([F:31])[F:32])[C:16](=[O:17])[NH:15][C:13]2=[O:14])[CH2:9][CH2:8]1)([O:3][P:51]([O:50][P:47]([OH:49])([OH:48])=[O:46])([OH:53])=[O:52])(=[O:4])[OH:2] |f:2.3.4.5.6|. Procedure: Without being limiting in any way, monophosphate (6) can optionally be formed by treatment of 5-(4-(N-trifluoroacetyl-2-aminoethoxy)but-2-yn-1-yl)-2′,3′dideoxyuridine (5) with, for example, POCl3. 5-(4-(N-trifluoroacetyl-2-aminoethoxy)but-2-yn-1-yl)-2′,3′-dideoxyuridine-5′-monophosphate (6) can then optionally be treated with, for example, carbonyldiimidazole (CDI) followed by tetrabutylammonium pyrophosphate (TBAPP) under appropriate conditions to form 5-(4-(N-trifluoroacetyl-2-aminoethoxy)but-...